Task: describe an organic reaction: reactants, conditions, products, and yield. Dataset: the Open Reaction Database (ORD), a public repository of structured organic reaction records Starting materials: C(C)(C)(C)C1=C(C(=NC=C1)C)C (4-tert-butyl-2,3-dimethylpyridine), ClC1=CC(=CC=C1)C(=O)OO (m-chloroperbenzoic acid), C([O-])([O-])=O.[Na+].[Na+] (sodium carbonate). The solvent is C(Cl)Cl (methylene chloride). The product is C(C)(C)(C)C1=C(C(=[N+](C=C1)[O-])C)C (4-tert-butyl-2,3-dimethylpyridine N-oxide). As a reaction SMILES: [C:1]([C:5]1[CH:10]=[CH:9][N:8]=[C:7]([CH3:11])[C:6]=1[CH3:12])([CH3:4])([CH3:3])[CH3:2].ClC1C=CC=C(C(OO)=[O:21])C=1.C(=O)([O-])[O-].[Na+].[Na+]>C(Cl)Cl>[C:1]([C:5]1[CH:10]=[CH:9][N+:8]([O-:21])=[C:7]([CH3:11])[C:6]=1[CH3:12])([CH3:4])([CH3:3])[CH3:2] |f:2.3.4|. Reported procedure: A solution of 10.5 g of 4-tert-butyl-2,3-dimethylpyridine in 120 ml of methylene chloride is treated at room temperature with 14.4 g of m-chloroperbenzoic acid. The reaction mixture is made basic with a saturated sodium carbonate solution and extracted. The organic solution is dried and concentrated. The residue is purified on a silica qel column, whereby the medium pressure flash chromatography method (solvent: methylene chloride/ethyl acetate, with increasing ethyl acetate concentrations) is u... The reactants are CC(=O)O, Cc1ccccc1, Nc1ccc(Br)cc1C(=O)c1cccc(Cl)c1. Yields the product CC(=O)Nc1ccc(Br)cc1C(=O)c1cccc(Cl)c1. RXN SMILES: [CH3:18][C:19]([OH:20])=[O:21].[CH3:22][c:23]1[cH:24][cH:25][cH:26][cH:27][cH:28]1.[NH2:1][c:2]1[c:3]([C:9](=[O:10])[c:11]2[cH:12][c:13]([Cl:17])[cH:14][cH:15][cH:16]2)[cH:4][c:5]([Br:8])[cH:6][cH:7]1>>[NH:1]([c:2]1[c:3]([C:9](=[O:10])[c:11]2[cH:12][c:13]([Cl:17])[cH:14][cH:15][cH:16]2)[cH:4][c:5]([Br:8])[cH:6][cH:7]1)[C:19]([CH3:18])=[O:20]. Reactants: O=C(O)C1(c2ccc(Cl)cc2)CCCC1, CC(=O)Nc1cccc(C2CCN(CCCN)CC2)c1. The product is CC(=O)Nc1cccc(C2CCN(CCCNC(=O)C3(c4ccc(Cl)cc4)CCCC3)CC2)c1. RXN SMILES: [Cl:1][c:2]1[cH:3][cH:4][c:5]([C:8]2([C:13](=[O:14])[OH:15])[CH2:9][CH2:10][CH2:11][CH2:12]2)[cH:6][cH:7]1.[NH2:16][CH2:17][CH2:18][CH2:19][N:20]1[CH2:21][CH2:22][CH:23]([c:26]2[cH:27][c:28]([NH:32][C:33]([CH3:34])=[O:35])[cH:29][cH:30][cH:31]2)[CH2:24][CH2:25]1>>[Cl:1][c:2]1[cH:3][cH:4][c:5]([C:8]2([C:13](=[O:15])[NH:16][CH2:17][CH2:18][CH2:19][N:20]3[CH2:21][CH2:22][CH:23]([c:26]4[cH:27][c:28]([NH:32][C:33]([CH3:34])=[O:35])[cH:29][cH:30][cH:31]4)[CH2:24][CH2:25]3)[CH2:9][CH2:10][CH2:11][CH2:12]2)[cH:6][cH:7]1. Starting materials: N([C@@H](CSC(C1=CC=CC=C1)(C1=CC=CC=C1)C1=CC=CC=C1)C(=O)N[C@@H](CSCNC(=O)C)C(=O)O)C(C1=CC=CC=C1)(C1=CC=CC=C1)C1=CC=CC=C1 (Trt-Cys(Trt)-Cys(Acm)-OH), N[C@@H]([C@H](OC(C)(C)C)C)C(=O)N[C@@H](COC(C)(C)C)C(=O)OC (H-Thr(But)-Ser(But)-OMe), C1(CCCCC1)N=C=NC1CCCCC1 (dicyclohexylcarbodiimide), ON1N=NC2=C1C=CC=C2 (N-hydroxybenzotriazole). The solvent is C(C)(=O)OCC (ethyl acetate). Reaction conditions: time 4 hour. Yields the product N([C@@H](CSC(C1=CC=CC=C1)(C1=CC=CC=C1)C1=CC=CC=C1)C(=O)N[C@@H](CSCNC(=O)C)C(=O)N[C@@H]([C@H](OC(C)(C)C)C)C(=O)N[C@@H](COC(C)(C)C)C(=O)OC)C(C1=CC=CC=C1)(C1=CC=CC=C1)C1=CC=CC=C1 (Trt-Cys(Trt)-Cys(Acm)-Thr(But)-Ser(But)-OMe). Reaction SMILES: [NH:1]([C:38]([C:51]1[CH:56]=[CH:55][CH:54]=[CH:53][CH:52]=1)([C:45]1[CH:50]=[CH:49][CH:48]=[CH:47][CH:46]=1)[C:39]1[CH:44]=[CH:43][CH:42]=[CH:41][CH:40]=1)[C@H:2]([C:24]([NH:26][C@H:27]([C:35](O)=[O:36])[CH2:28][S:29][CH2:30][NH:31][C:32]([CH3:34])=[O:33])=[O:25])[CH2:3][S:4][C:5]([C:18]1[CH:23]=[CH:22][CH:21]=[CH:20][CH:19]=1)([C:12]1[CH:17]=[CH:16][CH:15]=[CH:14][CH:13]=1)[C:6]1[CH:11]=[CH:10][CH:9]=[CH:8][CH:7]=1.[NH2:57][C@H:58]([C:66]([NH:68][C@H:69]([C:76]([O:78][CH3:79])=[O:77])[CH2:70][O:71][C:72]([CH3:75])([CH3:74])[CH3:73])=[O:67])[C@@H:59]([CH3:65])[O:60][C:61]([CH3:64])([CH3:63])[CH3:62].C1(N=C=NC2CCCCC2)CCCCC1.ON1C2C=CC=CC=2N=N1>C(OCC)(=O)C>[NH:1]([C:38]([C:51]1[CH:56]=[CH:55][CH:54]=[CH:53][CH:52]=1)([C:45]1[CH:46]=[CH:47][CH:48]=[CH:49][CH:50]=1)[C:39]1[CH:40]=[CH:41][CH:42]=[CH:43][CH:44]=1)[C@H:2]([C:24]([NH:26][C@H:27]([C:35]([NH:57][C@H:58]([C:66]([NH:68][C@H:69]([C:76]([O:78][CH3:79])=[O:77])[CH2:70][O:71][C:72]([CH3:75])([CH3:74])[CH3:73])=[O:67])[C@@H:59]([CH3:65])[O:60][C:61]([CH3:64])([CH3:63])[CH3:62])=[O:36])[CH2:28][S:29][CH2:30][NH:31][C:32]([CH3:34])=[O:33])=[O:25])[CH2:3][S:4][C:5]([C:18]1[CH:23]=[CH:22][CH:21]=[CH:20][CH:19]=1)([C:12]1[CH:13]=[CH:14][CH:15]=[CH:16][CH:17]=1)[C:6]1[CH:11]=[CH:10][CH:9]=[CH:8][CH:7]=1. Reported procedure: 5.43 g of Trt-Cys(Trt)-Cys(Acm)-OH and 2.33 g of H-Thr(But)-Ser(But)-OMe are dissolved in 70 ml of ethyl acetate and 1.55 g of dicyclohexylcarbodiimide and 1.02 g of N-hydroxybenzotriazole are added at 0°C. After 4 hours at 0°C and 17 hours at 4°C, the mixture is filtered and the solution is diluted with 200 ml of ethyl acetate and washed with 1 N citric acid, 1 N sodium bicarbonate and water. After drying over sodium sulphate, the solution is evaporated and the residue is reprecipitated from et... Reactants: OCCCCCCCCCCOC(C(=C)C)=O (10-hydroxydecylmethacrylate), C(CCCCCO)O (1,6-hexanediol). The product is OCCCCCCOC(C(=C)C)=O (6-Hydroxyhexylmethacrylate), product. The yield is 62.0%. Reported procedure: 6-Hydroxyhexylmethacrylate was prepared using the same method as in the preparation of 10-hydroxydecylmethacrylate. 1,6-hexanediol was used instead of 1,10-decanediol. The same molar quantities of reactants were used. 11.5 g of product (62% yield) were collected. RXN SMILES: OCCCC[CH2:6][CH2:7][CH2:8][CH2:9][CH2:10][CH2:11][O:12][C:13](=[O:17])[C:14]([CH3:16])=[CH2:15].C(O)CCCCC[OH:24]>>[OH:24][CH2:6][CH2:7][CH2:8][CH2:9][CH2:10][CH2:11][O:12][C:13](=[O:17])[C:14]([CH3:16])=[CH2:15]. The reactants are NCC1CCCN1CC1=CCCCC1, CCC(C)=O, O=C(Cl)c1cc(Cl)cc2c1OCCC2. The product is O=C(NCC1CCCN1CC1=CCCCC1)c1cc(Cl)cc2c1OCCC2. Reaction SMILES: [C:1]1([CH2:7][N:8]2[CH:9]([CH2:13][NH2:14])[CH2:10][CH2:11][CH2:12]2)=[CH:2][CH2:3][CH2:4][CH2:5][CH2:6]1.[CH2:29]([C:30]([CH3:31])=[O:32])[CH3:33].[Cl:15][c:16]1[cH:17][c:18]2[c:23]([c:24]([C:26](=[O:27])[Cl:28])[cH:25]1)[O:22][CH2:21][CH2:20][CH2:19]2>>[C:1]1([CH2:7][N:8]2[CH:9]([CH2:13][NH:14][C:26]([c:24]3[c:23]4[c:18]([cH:17][c:16]([Cl:15])[cH:25]3)[CH2:19][CH2:20][CH2:21][O:22]4)=[O:27])[CH2:10][CH2:11][CH2:12]2)=[CH:2][CH2:3][CH2:4][CH2:5][CH2:6]1. Starting materials: FC1=C(C=C(C(=C1)Cl)C(=O)O)N1C(C(=C(C1=O)C)C)=O (N-(2-fluoro-4-chloro-5-carboxyphenyl)-2,3-dimethylmaleic acid imide), C([O-])([O-])=O.[K+].[K+] (potassium carbonate), ClC=CCCl (1,3-dichloropropene). Run in CC(CC)=O (2-butanone). Product: FC1=C(C=C(C(=C1)Cl)C(=O)OCC=CCl)N1C(C(=C(C1=O)C)C)=O (N-[2-fluoro-5-(3-chlorallyloxycarbonyl)-4-chlorophenyl]-2,3-dimethylmaleic acid imide). RXN SMILES: [F:1][C:2]1[CH:7]=[C:6]([Cl:8])[C:5]([C:9]([OH:11])=[O:10])=[CH:4][C:3]=1[N:12]1[C:16](=[O:17])[C:15]([CH3:18])=[C:14]([CH3:19])[C:13]1=[O:20].C(=O)([O-])[O-].[K+].[K+].[Cl:27][CH:28]=[CH:29][CH2:30]Cl>CC(=O)CC>[F:1][C:2]1[CH:7]=[C:6]([Cl:8])[C:5]([C:9]([O:11][CH2:30][CH:29]=[CH:28][Cl:27])=[O:10])=[CH:4][C:3]=1[N:12]1[C:13](=[O:20])[C:14]([CH3:19])=[C:15]([CH3:18])[C:16]1=[O:17] |f:1.2.3|. Procedure details: A mixture of 3 g of N-(2-fluoro-4-chloro-5-carboxyphenyl)-2,3-dimethylmaleic acid imide, 4.5 g of potassium carbonate, 1 ml of 1,3-dichloropropene and 50 ml of 2-butanone is heated under reflux for 16 hours. The precipitate is separated off and the filtrate is concentrated by evaporation. 3.3 g of N-[2-fluoro-5-(3-chlorallyloxycarbonyl)-4-chlorophenyl]-2,3-dimethylmaleic acid imide are obtained in the form of an oil. Refractive index nD24 1.5640. The reactants are C=Cc1ccc(N(C)C)cc1, OCCOc1ncc(I)cc1Br. Yields the product CN(C)c1ccc(C=Cc2cnc(OCCO)c(Br)c2)cc1. Reaction SMILES: [CH3:1][N:2]([c:3]1[cH:4][cH:5][c:6]([CH:7]=[CH2:8])[cH:9][cH:10]1)[CH3:11].[OH:12][CH2:13][CH2:14][O:15][c:16]1[n:17][cH:18][c:19]([I:23])[cH:20][c:21]1[Br:22]>>[CH3:1][N:2]([c:3]1[cH:4][cH:5][c:6]([CH:7]=[CH:8][c:19]2[cH:18][n:17][c:16]([O:15][CH2:14][CH2:13][OH:12])[c:21]([Br:22])[cH:20]2)[cH:9][cH:10]1)[CH3:11]. The reactants are C1(=CC=C(C=C1)S(=O)(=O)O)C (p-toluenesulphonic acid), OC=1C=C2CCC(C2=CC1)C(=O)O (2,3-dihydro-5-hydroxy-1H-inden-1-carboxylic acid). Run in CO (methanol). Run at temperature 90 celsius. Yields the product OC=1C=C2CCC(C2=CC1)C(=O)OC (Methyl 2,3-dihydro-5-hydroxy-1H-inden-1-carboxylate). Isolated yield 10949.9%. As a reaction SMILES: [C:1]1(C)C=CC(S(O)(=O)=O)=CC=1.[OH:12][C:13]1[CH:14]=[C:15]2[C:19](=[CH:20][CH:21]=1)[CH:18]([C:22]([OH:24])=[O:23])[CH2:17][CH2:16]2>CO>[OH:12][C:13]1[CH:14]=[C:15]2[C:19](=[CH:20][CH:21]=1)[CH:18]([C:22]([O:24][CH3:1])=[O:23])[CH2:17][CH2:16]2. Reported procedure: In a 20-liter reactor with a mechanical stirrer, 1.6 kg of 2,3-dihydro-5-hydroxy-1H-inden-1-carboxylic acid were dissolved with 7.2 l of absolute methanol, 9 g of p-toluenesulphonic acid were added and then refluxed under stirring in oil bath heated at 90° C. for 24 hours. The mixture was allowed to cool, the excess of methanol was evaporated at vacuum, the residue was diluted with 1.5 l of water, 1.5 l of sodium bicarbonate saturated solution and 5 l of toluene and then stirred for 30 minutes. ... Starting materials: FC1=CC=C(C=C1)C1=NC2=C(C(=CC=C2C(=N1)OC1CN2C(N(CCCCCC=CC3CC3(NC(C2C1)=O)C(=O)NS(=O)(=O)C1CC1)CC1=CC=C(C=C1)OC)=O)OC)C (Cyclopropanesulfonic acid [18-[2-(4-fluoro-phenyl)-7-methoxy-8-methyl-quinazolin-4-yloxy]-14-(4-methoxy-benzyl)-2,15-dioxo-3,14,16-triaza-tricyclo[14.3.0.0*4,6*]nonadec-7-ene-4-carboyl]-amide). Solvent: ClCCl.FC(C(=O)O)(F)F (dichloro-methane trifluoroacetic acid). Product: FC1=CC=C(C=C1)C1=NC2=C(C(=CC=C2C(=N1)OC1CN2C(NCCCCCC=CC3CC3(NC(C2C1)=O)C(=O)NS(=O)(=O)C1CC1)=O)OC)C (Cyclopropanesulfonic acid {18-[2-(4-fluoro-phenyl)-7-methoxy-8-methyl-quinazolin-4-yloxy]-2,15-dioxo-3,14,16-triaza-tricyclo[14.3.0.0*4,6*]nonadec-7-ene-4-carbonyl}-amide). The yield is 38.5%. Reaction SMILES: [F:1][C:2]1[CH:7]=[CH:6][C:5]([C:8]2[N:17]=[C:16]([O:18][CH:19]3[CH2:37][CH:36]4[N:21]([C:22](=[O:57])[N:23](CC5C=CC(OC)=CC=5)[CH2:24][CH2:25][CH2:26][CH2:27][CH2:28][CH:29]=[CH:30][CH:31]5[C:33]([C:39]([NH:41][S:42]([CH:45]6[CH2:47][CH2:46]6)(=[O:44])=[O:43])=[O:40])([NH:34][C:35]4=[O:38])[CH2:32]5)[CH2:20]3)[C:15]3[C:10](=[C:11]([CH3:60])[C:12]([O:58][CH3:59])=[CH:13][CH:14]=3)[N:9]=2)=[CH:4][CH:3]=1>ClCCl.FC(F)(F)C(O)=O>[F:1][C:2]1[CH:3]=[CH:4][C:5]([C:8]2[N:17]=[C:16]([O:18][CH:19]3[CH2:37][CH:36]4[N:21]([C:22](=[O:57])[NH:23][CH2:24][CH2:25][CH2:26][CH2:27][CH2:28][CH:29]=[CH:30][CH:31]5[C:33]([C:39]([NH:41][S:42]([CH:45]6[CH2:47][CH2:46]6)(=[O:44])=[O:43])=[O:40])([NH:34][C:35]4=[O:38])[CH2:32]5)[CH2:20]3)[C:15]3[C:10](=[C:11]([CH3:60])[C:12]([O:58][CH3:59])=[CH:13][CH:14]=3)[N:9]=2)=[CH:6][CH:7]=1 |f:1.2|. Procedure details: Compound 103 (75 mg, 0.09 mmol) was stirred for 2 h in a mixture of dichloro-methane-trifluoroacetic acid; 2:1. Evaporation and purification by HPLC gave pure title compound (25 mg, 38%).